This data is from the Open Reaction Database (ORD), a public repository of structured organic reaction records. The task is: describe an organic reaction: reactants, conditions, products, and yield Starting materials: C(C)(=O)OCC (ethyl acetate), O1CCCC1 (tetrahydrofuran), C(CCC)[Li] (n-butyllithium), B(OC(C)C)(OC(C)C)OC(C)C (triisopropyl borate), Cl (hydrochloric acid). Solvent: O (water). Reaction conditions: time 8 hour. Yields the product OCCCOC1=CC=CC2=C1B(OC2)O (7-(3-Hydroxypropoxy)benzo[c][1,2]oxaborol-1(3H)-ol). Yield: 43.0%. Reaction SMILES: [CH2:1]([Li])[CH2:2][CH2:3]C.[B:6]([O:15][CH:16]([CH3:18])C)([O:11]C(C)C)OC(C)C.Cl.[C:20]([O:23][CH2:24][CH3:25])(=O)[CH3:21].[O:26]1CCC[CH2:27]1>O>[OH:26][CH2:27][CH2:25][CH2:24][O:23][C:20]1[C:21]2[B:6]([OH:11])[O:15][CH2:16][C:18]=2[CH:3]=[CH:2][CH:1]=1. Reported procedure: To a solution of the compound obtained above (9.98 g, 23.3 mmol) in tetrahydrofuran (50 mL) were added n-butyllithium (1.6 mol/L in hexanes; 18 mL) and triisopropyl borate (8.0 mL, 35 mmol) at −78° C. under nitrogen atmosphere, and the mixture was allowed to warm to room temperature and stirred for overnight. Then hydrochloric acid (6 mol/L, 10 mL) was added, and the mixture was stirred for 30 min at room temperature. The mixture was poured into ethyl acetate and water. The organic layer was was... Reactants: Cl (HCl), ClC1=CC=C(C=C1)C=1C=CC(=NC1)C#CC1=CC=C(OCCN2CCC(CC2)C2CCN(CC2)C(=O)OC(C)(C)C)C=C1 (tert-butyl 1′-(2-{4-[5-(4-chloro-phenyl)-pyridin-2-ylethynyl]-phenoxy}-ethyl)-[4,4′]bipiperidinyl-1-carboxylate), O (water), C(=O)(O)[O-].[Na+] (NaHCO3). Run in C(C)(C)O (isopropanol), C(Cl)Cl (DCM), C(Cl)Cl (DCM). Reaction conditions: time 4 hour. Yields the product ClC1=CC=C(C=C1)C=1C=CC(=NC1)C#CC1=CC=C(OCCN2CCC(CC2)C2CCNCC2)C=C1 (1-(2-{4-[5-(4-chloro-phenyl)-pyridin-2-ylethynyl]-phenoxy}-ethyl)-[4,4′]bipiperidine). RXN SMILES: Cl.[Cl:2][C:3]1[CH:8]=[CH:7][C:6]([C:9]2[CH:10]=[CH:11][C:12]([C:15]#[C:16][C:17]3[CH:44]=[CH:43][C:20]([O:21][CH2:22][CH2:23][N:24]4[CH2:29][CH2:28][CH:27]([CH:30]5[CH2:35][CH2:34][N:33](C(OC(C)(C)C)=O)[CH2:32][CH2:31]5)[CH2:26][CH2:25]4)=[CH:19][CH:18]=3)=[N:13][CH:14]=2)=[CH:5][CH:4]=1.C([O-])(O)=O.[Na+].O>C(O)(C)C.C(Cl)Cl>[Cl:2][C:3]1[CH:8]=[CH:7][C:6]([C:9]2[CH:10]=[CH:11][C:12]([C:15]#[C:16][C:17]3[CH:44]=[CH:43][C:20]([O:21][CH2:22][CH2:23][N:24]4[CH2:29][CH2:28][CH:27]([CH:30]5[CH2:35][CH2:34][NH:33][CH2:32][CH2:31]5)[CH2:26][CH2:25]4)=[CH:19][CH:18]=3)=[N:13][CH:14]=2)=[CH:5][CH:4]=1 |f:2.3|. Procedure details: 3 mL of a 5 N HCl solution in isopropanol are added to a solution of 200 mg (0.33 mmol) tert-butyl 1′-(2-{4-[5-(4-chloro-phenyl)-pyridin-2-ylethynyl]-phenoxy}-ethyl)-[4,4′]bipiperidinyl-1-carboxylate (Example 4.29) in 5 mL DCM and the reaction mixture is stirred for 4 h at RT. It is diluted with 30 mL DCM, neutralised with saturated NaHCO3 solution, combined with 30 mL water, the aqueous phase is extracted exhaustively with DCM and the combined organic phases are dried over MgSO4. After the desi... Starting materials: [H-].[H-].[H-].[H-].[Li+].[Al+3] (LiAlH4), C1CCC(CC1)[C@H](C(=O)O)N (2-cyclohexyl-D-glycine), O (water), [OH-].[Na+] (NaOH), O (water). The solvent is C1CCOC1 (THF). Run at temperature 80 celsius. The product is N[C@@H](CO)C1CCCCC1 ((R)-2-amino-2-cyclohexylethanol). Yield: 43.9%. RXN SMILES: [H-].[H-].[H-].[H-].[Li+].[Al+3].[CH2:7]1[CH2:12][CH2:11][CH:10]([C@@H:13]([NH2:17])[C:14](O)=[O:15])[CH2:9][CH2:8]1.O.[OH-].[Na+]>C1COCC1>[NH2:17][C@H:13]([CH:10]1[CH2:11][CH2:12][CH2:7][CH2:8][CH2:9]1)[CH2:14][OH:15] |f:0.1.2.3.4.5,8.9|. Procedure details: To a stirred mixture of LiAlH4 (724 mg, 19.08 mmol) in anhydrous THF (20 mL) at rt was added portionwise 2-cyclohexyl-D-glycine (1 g, 6.36 mmol). The mixture was heated at 80° C. for 4 h. The mixture was cooled to 0° C. and then water (1 mL), 1M aq NaOH (1 mL), and water (3 mL) were added sequentially. The mixture was filtered and the filtrate was partitioned between a mixture of DCM, 1M aq NaOH, and saturated aq sodium potassium tartrate. The organic layer was separated and further washed with ... Starting materials: N([C@@H](CC(OC)=O)C(=O)NCC1=CC=CC=C1)N=[N+]=[N-] (N3(L)Asp(OMe)NHBn), N([C@@H](CC(OC)=O)C(=O)O)N=[N+]=[N-] (N3(L)Asp(OMe)OH), N([C@@H](CC(OC)=O)C(=O)NCC1=CC=CC=C1)N=[N+]=[N-] (N3(L)Asp(OMe)NHBn), N([C@@H](CC(OC)=O)C(=O)O)N=[N+]=[N-] (N3Asp(OMe)OH), N([C@@H](CC(OC)=O)C(=O)NCC1=CC=CC=C1)N=[N+]=[N-] (N3Asp(OMe)NHBn). The product is COC(C[C@@H](C(=O)NCC1=CC=CC=C1)N=[N+]=[N-])=O (3(S)-Azido-N-benzyl-succinamic acid methyl ester). As a reaction SMILES: [NH:1]([N:18]=[N+:19]=[N-])[C@H:2]([C:8]([NH:10][CH2:11][C:12]1[CH:17]=[CH:16][CH:15]=[CH:14][CH:13]=1)=[O:9])[CH2:3][C:4](=[O:7])[O:5][CH3:6].N(N=[N+]=[N-])[C@H](C(O)=O)CC(=O)OC>>[CH3:6][O:5][C:4](=[O:7])[CH2:3][C@H:2]([N:1]=[N+:18]=[N-:19])[C:8]([NH:10][CH2:11][C:12]1[CH:17]=[CH:16][CH:15]=[CH:14][CH:13]=1)=[O:9]. Procedure details: Benzyl-protected L-aspartate was used in the procedure of Lundquist and Pelletier17 to give N3(L)Asp(OMe)OH (46-L). Under these conditions, we observed transesterification to give the methyl ester product as opposed to the benzyl ester. N3(L)Asp(OMe)OH (46-L) was produced as a yellowish oil in 78% yield. N3(L)Asp(OMe)OH (46-L) was then coupled with benzylamine as above to give N3(L)Asp(OMe)NHBn (49-L) as a yellowish oil in 90% yield (70% overall, two steps). The procedure above was repeated with... The reactants are N (ammonia), S(=O)([O-])S(=O)[O-].[Na+].[Na+] (sodium dithionite), IC1=CC=C(C=C1)NC1=C(C=CC=C1)[N+](=O)[O-] (N-(4-iodophenyl)-2-nitroaniline). The solvent is O (water), C(C)O (ethanol). Yields the product IC1=CC=C(C=C1)NC1=C(C=CC=C1)N (N-(4-iodophenyl)-2-aminoaniline). Isolated yield 41.6%. RXN SMILES: S(S([O-])=O)([O-])=O.[Na+].[Na+].[I:9][C:10]1[CH:15]=[CH:14][C:13]([NH:16][C:17]2[CH:22]=[CH:21][CH:20]=[CH:19][C:18]=2[N+:23]([O-])=O)=[CH:12][CH:11]=1.N>O.C(O)C>[I:9][C:10]1[CH:15]=[CH:14][C:13]([NH:16][C:17]2[CH:22]=[CH:21][CH:20]=[CH:19][C:18]=2[NH2:23])=[CH:12][CH:11]=1 |f:0.1.2|. Procedure: A solution of sodium dithionite (85%, 19.7 g, 96 mmol) in water (100 ml) was added to a suspension of N-(4-iodophenyl)-2-nitroaniline (8 g, 24 mmol) in ethanol (400 ml). The resulting mixture was heated under reflux for 45 min, cooled, treated with dilute aqueous ammonia (300 ml) and concentrated under reduced pressure. The resulting white slurry was treated with dilute aqueous ammonia (200 ml), filtered, the collected solid washed with water (100 ml) and dried to give N-(4-iodophenyl)-2-aminoan... Starting materials: NN1C2=C(C(=C(C1=O)C1=NS(C3=C(N1)C=CC=C3)(=O)=O)O)SC=C2 (4-amino-6-(1,1-dioxido-4H-1,2,4-benzothiadiazin-3-yl)-7-hydroxythieno[3,2-b]pyridin 5(4H)-one), C1(CCCCC1)C=O (cyclohexanecarbaldehyde). Solvent: CN(C(C)=O)C (N,N-dimethylacetamide). Conditions: temperature 25 celsius. The product is C1(CCCCC1)C=NN1C2=C(C(=C(C1=O)C1=NS(C3=C(N1)C=CC=C3)(=O)=O)O)SC=C2 (4-{[cyclohexylmethylene]amino}-6-(1,1-dioxido-4H-1,2,4-benzothiadiazin-3-yl)-7-hydroxythieno[3,2-b]pyridin-5(4H)-one). Reaction SMILES: [NH2:1][N:2]1[C:7](=[O:8])[C:6]([C:9]2[NH:14][C:13]3[CH:15]=[CH:16][CH:17]=[CH:18][C:12]=3[S:11](=[O:20])(=[O:19])[N:10]=2)=[C:5]([OH:21])[C:4]2[S:22][CH:23]=[CH:24][C:3]1=2.[CH:25]1([CH:31]=O)[CH2:30][CH2:29][CH2:28][CH2:27][CH2:26]1>CN(C)C(=O)C>[CH:25]1([CH:31]=[N:1][N:2]2[C:7](=[O:8])[C:6]([C:9]3[NH:14][C:13]4[CH:15]=[CH:16][CH:17]=[CH:18][C:12]=4[S:11](=[O:20])(=[O:19])[N:10]=3)=[C:5]([OH:21])[C:4]3[S:22][CH:23]=[CH:24][C:3]2=3)[CH2:30][CH2:29][CH2:28][CH2:27][CH2:26]1. Procedure: The product of Example 268D (0.115 g, 0.30 mmol) was reacted with cyclohexanecarbaldehyde (0.336 g, 3.0 mmol) in N,N-dimethylacetamide (3 mL) in a sealed tube at 135° C. for 60 minutes in a microwave reactor. The reaction was cooled to 25° C. and concentrated under vacuum. The resulting residue was triturated with 0.1 M HCl (20 mL) and filtered to give the title compound. The reactants are [Br-], C[Mg+], COC(=O)CCCCCC(c1ccc(F)cc1)c1c(C)c(C=O)c(C)c(C)c1OC, [K+], C1CCOC1, O=S(=O)([O-])O. The product is COC(=O)CCCCCC(c1ccc(F)cc1)c1c(C)c(C(C)O)c(C)c(C)c1OC. As a reaction SMILES: [Br-:1].[CH3:2][Mg+:3].[F:4][c:5]1[cH:6][cH:7][c:8]([CH:11]([CH2:12][CH2:13][CH2:14][CH2:15][CH2:16][C:17](=[O:18])[O:19][CH3:20])[c:21]2[c:22]([CH3:33])[c:23]([CH:31]=[O:32])[c:24]([CH3:30])[c:25]([CH3:29])[c:26]2[O:27][CH3:28])[cH:9][cH:10]1.[K+:39].[O:40]1[CH2:41][CH2:42][CH2:43][CH2:44]1.[S:34]([O-:35])([OH:36])(=[O:37])=[O:38]>>[CH3:2][CH:31]([c:23]1[c:22]([CH3:33])[c:21]([CH:11]([c:8]2[cH:7][cH:6][c:5]([F:4])[cH:10][cH:9]2)[CH2:12][CH2:13][CH2:14][CH2:15][CH2:16][C:17](=[O:18])[O:19][CH3:20])[c:26]([O:27][CH3:28])[c:25]([CH3:29])[c:24]1[CH3:30])[OH:32].